Dataset: the Open Reaction Database (ORD), a public repository of structured organic reaction records. Task: describe an organic reaction: reactants, conditions, products, and yield The reactants are C([O-])([O-])=O.[Na+].[Na+] (sodium carbonate), C[S-].[Na+] (Sodium thiomethoxide), ClC=1C2=C(N=CN1)C=CO2 (4-chlorofuro[3,2-d]pyrimidine), ClC=1C2=C(N=CN1)C=CO2 (4-chlorofuro[3,2-d]pyrimidine). The solvent is CC#N (MeCN). Reaction conditions: temperature 90 celsius. Product: CSC=1C2=C(N=CN1)C=CO2 (4-(Methylthio)furo[3,2-d]pyrimidine). The yield is 85.2%. Reaction SMILES: [CH3:1][S-:2].[Na+].Cl[C:5]1[C:6]2[O:13][CH:12]=[CH:11][C:7]=2[N:8]=[CH:9][N:10]=1.C(=O)([O-])[O-].[Na+].[Na+]>CC#N>[CH3:1][S:2][C:5]1[C:6]2[O:13][CH:12]=[CH:11][C:7]=2[N:8]=[CH:9][N:10]=1 |f:0.1,3.4.5|. Procedure details: Sodium thiomethoxide (1.2 g) was added to a solution of 4-chlorofuro[3,2-d]pyrimidine (Intermediate 84) (1.32 g) in MeCN (100 mL). The mixture was heated to 90° C. for 60 minutes, cooled, and added to 50% sodium carbonate solution (100 ml). The resulting mixture was extracted into EtOAc (3×100 mL). The combined organics were dried (MgSO4) and the solvent removed to afford the title compound as a pale orange solid (1.21 g, 85%); Reactants: CC=1C(=NNC1)C1=CC=CC=C1 (4-methyl-3-phenylpyrazole), BrC(C(=O)N(C)C)CC (2-bromo-N,N-dimethylbutyramide), ClC(C(=O)N(C)C)C (2-chloro-N,N-dimethylpropionamide). Yields the product ClC1=C(C=CC=C1)C1=NN(C=C1C)C(C(=O)N(C)C)CC (3-(o-chlorophenyl)-α-ethyl-N,N,4-trimethylpyrazole-1-acetamide). RXN SMILES: [CH3:1][C:2]1[C:3]([C:7]2[CH:12]=[CH:11][CH:10]=[CH:9][CH:8]=2)=[N:4][NH:5][CH:6]=1.Br[CH:14]([CH2:20][CH3:21])[C:15]([N:17]([CH3:19])[CH3:18])=[O:16].[Cl:22]C(C)C(N(C)C)=O>>[Cl:22][C:12]1[CH:11]=[CH:10][CH:9]=[CH:8][C:7]=1[C:3]1[C:2]([CH3:1])=[CH:6][N:5]([CH:14]([CH2:20][CH3:21])[C:15]([N:17]([CH3:19])[CH3:18])=[O:16])[N:4]=1. Procedure details: Following the procedure of Example 1, but substituting 3-(o-chlorophenyl)-4-methylpyrazole for 4-methyl-3-phenylpyrazole and 2-bromo-N,N-dimethylbutyramide for 2-chloro-N,N-dimethylpropionamide there was obtained 3-(o-chlorophenyl)-α-ethyl-N,N,4-trimethylpyrazole-1-acetamide having a boiling point of 180°/0.15 mm. Reactants: C(C)OC(CCC1=CC=CC2=CC(=CC=C12)S(=O)(=O)C1=CC(=CC=C1)F)=O (3-[6-(3-Fluoro-benzenesulfonyl)-naphthalen-1-yl]-propionic acid ethyl ester), [OH-].[Na+] (NaOH). The solvent is C(C)O (ethanol), C1(=CC=CC=C1)C (toluene). Yields the product FC=1C=C(C=CC1)S(=O)(=O)C=1C=C2C=CC=C(C2=CC1)CCC(=O)O (3-[6-(3-fluoro-benzenesulfonyl)-naphthalen-1-yl]-propionic acid). The yield is 86.3%. Reaction SMILES: C([O:3][C:4](=[O:27])[CH2:5][CH2:6][C:7]1[C:16]2[C:11](=[CH:12][C:13]([S:17]([C:20]3[CH:25]=[CH:24][CH:23]=[C:22]([F:26])[CH:21]=3)(=[O:19])=[O:18])=[CH:14][CH:15]=2)[CH:10]=[CH:9][CH:8]=1)C.[OH-].[Na+]>C(O)C.C1(C)C=CC=CC=1>[F:26][C:22]1[CH:21]=[C:20]([S:17]([C:13]2[CH:12]=[C:11]3[C:16](=[CH:15][CH:14]=2)[C:7]([CH2:6][CH2:5][C:4]([OH:27])=[O:3])=[CH:8][CH:9]=[CH:10]3)(=[O:18])=[O:19])[CH:25]=[CH:24][CH:23]=1 |f:1.2|. Reported procedure: 3-[6-(3-Fluoro-benzenesulfonyl)-naphthalen-1-yl]-propionic acid ethyl ester (2.0 g) was dissolved in 25 mL ethanol, and 10 mL of 25% aqueous NaOH was added. The reaction mixture was heated to reflux for one hour, then cooled to room temperature. The ethanol was removed under reduced pressure, and the liquid residue was acidified by addition of 10% aqueous HCl. The mixture was extracted with EtOAc, and the combined organic layers were dried over MgSO4, filtered, and concentrated under reduced pre... The reactants are Cc1ccc(S(=O)(=O)OCC2Cc3cc(C(F)(F)F)cc(Br)c3O2)cc1, CC(C)c1ccccc1B1OC(C)(C)C(C)(C)O1, OB(O)c1ccccc1F. Yields the product Cc1ccc(S(=O)(=O)OCC2Cc3cc(C(F)(F)F)cc(-c4ccccc4F)c3O2)cc1. As a reaction SMILES: [CH3:1][c:2]1[cH:3][cH:4][c:5]([S:8](=[O:9])(=[O:10])[O:11][CH2:12][CH:13]2[O:14][c:15]3[c:16]([cH:18][c:19]([C:23]([F:24])([F:25])[F:26])[cH:20][c:21]3[Br:22])[CH2:17]2)[cH:6][cH:7]1.[CH:37]([c:38]1[cH:39][cH:40][cH:41][cH:42][c:43]1[B:44]1[O:45][C:46]([CH3:47])([CH3:48])[C:49]([CH3:50])([CH3:51])[O:52]1)([CH3:53])[CH3:54].[F:27][c:28]1[c:29]([B:34]([OH:35])[OH:36])[cH:30][cH:31][cH:32][cH:33]1>>[CH3:1][c:2]1[cH:3][cH:4][c:5]([S:8](=[O:9])(=[O:10])[O:11][CH2:12][CH:13]2[O:14][c:15]3[c:16]([cH:18][c:19]([C:23]([F:24])([F:25])[F:26])[cH:20][c:21]3-[c:29]3[c:28]([F:27])[cH:33][cH:32][cH:31][cH:30]3)[CH2:17]2)[cH:6][cH:7]1. The reactants are [Al+3].[Cl-].[Cl-].[Cl-] (AlCl3), BrC=1C=C(CO)C(=CC1)O (3-bromo-6-hydroxybenzyl alcohol), CC(=O)C (acetone), [OH-].[Na+] (NaOH). Solvent: CCOCC (Et2O). Reaction conditions: temperature 0 celsius, time 1 hour. Yields the product CC1(OC2=C(CO1)C=C(C=C2)Br)C (2,2-dimethyl-6-bromobenzo-1,3-dioxane). Yield: 81.0%. RXN SMILES: [Br:1][C:2]1[CH:3]=[C:4]([C:7]([OH:10])=[CH:8][CH:9]=1)[CH2:5][OH:6].[Al+3].[Cl-].[Cl-].[Cl-].[OH-].[Na+].[CH3:17][C:18]([CH3:20])=O>CCOCC>[CH3:17][C:18]1([CH3:20])[O:6][CH2:5][C:4]2[CH:3]=[C:2]([Br:1])[CH:9]=[CH:8][C:7]=2[O:10]1 |f:1.2.3.4,5.6|. Procedure: To a solution of 5.0 g (24.63 mmol) 3-bromo-6-hydroxybenzyl alcohol in 30 ml acetone cooled to 0° C., a solution of 1.15 g (8.62 mmol) AlCl3 in 20 ml Et2O is added dropwise. The resulting mixture is allowed to stand at room temperature for 1 hr, after which time it is cooled to 0° C. and 50 ml of a 10% NaOH aqueous solution previously cooled to 5° C. is added thereto. The separated Et2O phase is washed twice with 20 ml H2O, dried on anhydrous Na2SO4, evaporated to dryness and distilled under red... Starting materials: C(=O)([O-])[O-].[Na+].[Na+] (Na2CO3), C(C1=CC=CC=C1)N1CC(C(C1)C1=CC=C(C=C1)F)N (rac-(3S,4R)-1-Benzyl-4-(4-fluoro-phenyl)-pyrrolidin-3-ylamine), C(C)=O (acetaldehyde), C(C)(=O)O[BH-](OC(C)=O)OC(C)=O.[Na+] (sodium triacetoxyborohydride). Solvent: C(C)(=O)OCC (ethyl acetate), O (Water), C1CCOC1 (THF), C(C)(=O)O (acetic acid). Reaction conditions: temperature 0 celsius, time 3 hour. Yields the product C(C1=CC=CC=C1)N1C[C@H]([C@@H](C1)C1=CC=C(C=C1)F)NCC (rac-[(3S,4R)-1-Benzyl-4-(4-fluoro-phenyl)-pyrrolidin-3-yl]-ethyl-amine). Isolated yield 44.0%. Reaction SMILES: [CH2:1]([N:8]1[CH2:12][CH:11]([C:13]2[CH:18]=[CH:17][C:16]([F:19])=[CH:15][CH:14]=2)[CH:10]([NH2:20])[CH2:9]1)[C:2]1[CH:7]=[CH:6][CH:5]=[CH:4][CH:3]=1.[CH:21](=O)[CH3:22].C(O[BH-](OC(=O)C)OC(=O)C)(=O)C.[Na+].C([O-])([O-])=O.[Na+].[Na+]>C1COCC1.C(OCC)(=O)C.O.C(O)(=O)C>[CH2:1]([N:8]1[CH2:12][C@@H:11]([C:13]2[CH:14]=[CH:15][C:16]([F:19])=[CH:17][CH:18]=2)[C@H:10]([NH:20][CH2:21][CH3:22])[CH2:9]1)[C:2]1[CH:3]=[CH:4][CH:5]=[CH:6][CH:7]=1 |f:2.3,4.5.6|. Procedure: A mixture of 38 g (141 mmol) rac-(3S,4R)-1-Benzyl-4-(4-fluoro-phenyl)-pyrrolidin-3-ylamine, 7.12 g (162 mmol) acetaldehyde, 12.1 mL acetic acid and 44.7 g (211 mmol) sodium triacetoxyborohydride in 400 mL THF was stirred for 3 h at 0° C. and then warmed to room temperature. Water, Na2CO3 aq. and ethyl acetate was added. The organic layer was washed with brine, dried with Na2SO4, filtered and evaporated to dryness. The residue was purified by column chromatography on silica eluting with a gradien... Starting materials: CC(=O)O[BH-](OC(C)=O)OC(C)=O, O=Cc1ccccc1, ClCCl, Cl, COC(=O)c1ccc(C(C)NC(=O)c2cccc3ccn(CC4CCNCC4)c23)cc1, [Na+], [Na+], [OH-], O. The product is COC(=O)c1ccc(C(C)NC(=O)c2cccc3ccn(CC4CCN(Cc5ccccc5)CC4)c23)cc1. As a reaction SMILES: [C:33]([O:34][BH-:35]([O:36][C:37](=[O:38])[CH3:39])[O:40][C:41](=[O:42])[CH3:43])(=[O:44])[CH3:45].[CH:47](=[O:48])[c:49]1[cH:50][cH:51][cH:52][cH:53][cH:54]1.[Cl:58][CH2:59][Cl:60].[ClH:1].[NH:2]1[CH2:3][CH2:4][CH:5]([CH2:8][n:9]2[cH:10][cH:11][c:12]3[cH:13][cH:14][cH:15][c:16]([C:18](=[O:19])[NH:20][CH:21]([CH3:22])[c:23]4[cH:24][cH:25][c:26]([C:27](=[O:28])[O:29][CH3:30])[cH:31][cH:32]4)[c:17]23)[CH2:6][CH2:7]1.[Na+:46].[Na+:56].[OH-:55].[OH2:57]>>[N:2]1([CH2:47][c:49]2[cH:50][cH:51][cH:52][cH:53][cH:54]2)[CH2:3][CH2:4][CH:5]([CH2:8][n:9]2[cH:10][cH:11][c:12]3[cH:13][cH:14][cH:15][c:16]([C:18](=[O:19])[NH:20][CH:21]([CH3:22])[c:23]4[cH:24][cH:25][c:26]([C:27](=[O:28])[O:29][CH3:30])[cH:31][cH:32]4)[c:17]23)[CH2:6][CH2:7]1.